From a dataset of the Open Reaction Database (ORD), a public repository of structured organic reaction records. describe an organic reaction: reactants, conditions, products, and yield Starting materials: CCOC(=O)C(C=C(C)CP(=O)(O)O)NC(C)C, Cl, O. Product: CC(=CC(NC(C)C)C(=O)O)CP(=O)(O)O. Reaction SMILES: [CH2:2]([CH3:3])[O:4][C:5]([CH:6]([CH:7]=[C:8]([CH2:9][P:10](=[O:11])([OH:12])[OH:13])[CH3:14])[NH:15][CH:16]([CH3:17])[CH3:18])=[O:19].[ClH:1].[OH2:20]>>[O:4]=[C:5]([CH:6]([CH:7]=[C:8]([CH2:9][P:10](=[O:11])([OH:12])[OH:13])[CH3:14])[NH:15][CH:16]([CH3:17])[CH3:18])[OH:19]. Reaction conditions: temperature 0 celsius, time 15 minute. Reactants: C[Al](C)C (Trimethylaluminium), CC=1C=CC(=NC1)N (5-methylpyridin-2-amine), [Si](C1=CC=CC=C1)(C1=CC=CC=C1)(C(C)(C)C)OCCOC[C@@H](C(=O)OC)O ((S)-methyl 3-(2-(tert-butyldiphenylsilyloxy)ethoxy)-2-hydroxypropanoate). Product: [Si](C1=CC=CC=C1)(C1=CC=CC=C1)(C(C)(C)C)OCCOC[C@@H](C(=O)NC1=NC=C(C=C1)C)O ((S)-3-(2-(tert-butyldiphenylsilyloxy)ethoxy)-2-hydroxy-N-(5-methylpyridin-2-yl)propanamide). RXN SMILES: C[Al](C)C.[CH3:5][C:6]1[CH:7]=[CH:8][C:9]([NH2:12])=[N:10][CH:11]=1.[Si:13]([O:30][CH2:31][CH2:32][O:33][CH2:34][C@H:35]([OH:40])[C:36](OC)=[O:37])([C:26]([CH3:29])([CH3:28])[CH3:27])([C:20]1[CH:25]=[CH:24][CH:23]=[CH:22][CH:21]=1)[C:14]1[CH:19]=[CH:18][CH:17]=[CH:16][CH:15]=1>C1(C)C=CC=CC=1>[Si:13]([O:30][CH2:31][CH2:32][O:33][CH2:34][C@H:35]([OH:40])[C:36]([NH:12][C:9]1[CH:8]=[CH:7][C:6]([CH3:5])=[CH:11][N:10]=1)=[O:37])([C:26]([CH3:29])([CH3:27])[CH3:28])([C:20]1[CH:25]=[CH:24][CH:23]=[CH:22][CH:21]=1)[C:14]1[CH:15]=[CH:16][CH:17]=[CH:18][CH:19]=1. Procedure details: Trimethylaluminium (2M in toluene) (4.97 mL, 9.94 mmol) was added carefully to 5-methylpyridin-2-amine (1.075 g, 9.94 mmol) in toluene (20 mL) at 0° C. under nitrogen. The resulting solution was stirred at 0° C. for 15 minutes. (S)-methyl 3-(2-(tert-butyldiphenylsilyloxy)ethoxy)-2-hydroxypropanoate (Intermediate AB3) (2 g, 4.97 mmol) in toluene (4 mL) was added. The reaction was heated to 120° C. for 1 hour in the microwave reactor and cooled to RT. The reaction mixture was concentrated. The res... Run in C1(=CC=CC=C1)C (toluene), C1(=CC=CC=C1)C (toluene). Isolated yield 75.7%. Starting materials: BrC(C(C(=O)OC)=O)C (methyl 3-bromo-2-oxobutanoate), C(CC)(N)=S (propanethioamide). Solvent: C(C)O (ethanol). Product: C(C)C=1SC(=C(N1)C(=O)OC)C (methyl 2-ethyl-5-methyl-1,3-thiazole-4-carboxylate). The yield is 52.7%. RXN SMILES: Br[CH:2]([CH3:9])[C:3](=O)[C:4]([O:6][CH3:7])=[O:5].[C:10](=[S:14])([NH2:13])[CH2:11][CH3:12]>C(O)C>[CH2:11]([C:10]1[S:14][C:2]([CH3:9])=[C:3]([C:4]([O:6][CH3:7])=[O:5])[N:13]=1)[CH3:12]. Reported procedure: A mixture of methyl 3-bromo-2-oxobutanoate (16.2 g), propanethioamide (7.4 g) and ethanol (150 mL) was heated under reflux for 3 hrs. The solvent was evaporated under reduced pressure, saturated aqueous sodium hydrogen carbonate was added to the residue and the mixture was extracted with ethyl acetate. The ethyl acetate layer was washed with saturated brine, dried over anhydrous magnesium sulfate and concentrated. The residue was subjected to silica gel column chromatography and eluted with ethy... Reactants: C(C)(C)(C)OC(=O)N1CCC(CC1)NCC1=CC=CC=C1 (4-benzylamino-piperidine-1-carboxylic acid tert-butyl ester), IC1=CC=C(C=C1)[N+](=O)[O-] (1-iodo-4-nitrobenzene), (±)BINAP, N#N (N2). Reagents/catalysts: C=1C=CC(=CC1)/C=C/C(=O)/C=C/C2=CC=CC=C2.C=1C=CC(=CC1)/C=C/C(=O)/C=C/C2=CC=CC=C2.C=1C=CC(=CC1)/C=C/C(=O)/C=C/C2=CC=CC=C2.[Pd].[Pd] (Pd2(dba)3). The solvent is C1(=CC=CC=C1)C (toluene). Run at temperature 100 celsius. Yields the product C(C)(C)(C)OC(=O)N1CCC(CC1)N(C1=CC=C(C=C1)[N+](=O)[O-])CC1=CC=CC=C1 (4-[benzyl-(4-nitro-phenyl)-amino]-piperidine-1-carboxylic acid tert-butyl ester). Yield: 37.0%. Reaction SMILES: [C:1]([O:5][C:6]([N:8]1[CH2:13][CH2:12][CH:11]([NH:14][CH2:15][C:16]2[CH:21]=[CH:20][CH:19]=[CH:18][CH:17]=2)[CH2:10][CH2:9]1)=[O:7])([CH3:4])([CH3:3])[CH3:2].I[C:23]1[CH:28]=[CH:27][C:26]([N+:29]([O-:31])=[O:30])=[CH:25][CH:24]=1.N#N>C1C=CC(/C=C/C(/C=C/C2C=CC=CC=2)=O)=CC=1.C1C=CC(/C=C/C(/C=C/C2C=CC=CC=2)=O)=CC=1.C1C=CC(/C=C/C(/C=C/C2C=CC=CC=2)=O)=CC=1.[Pd].[Pd].C1(C)C=CC=CC=1>[C:1]([O:5][C:6]([N:8]1[CH2:13][CH2:12][CH:11]([N:14]([CH2:15][C:16]2[CH:21]=[CH:20][CH:19]=[CH:18][CH:17]=2)[C:23]2[CH:28]=[CH:27][C:26]([N+:29]([O-:31])=[O:30])=[CH:25][CH:24]=2)[CH2:10][CH2:9]1)=[O:7])([CH3:4])([CH3:2])[CH3:3] |f:3.4.5.6.7|. Reported procedure: A solution of the above amine (500 mg, 1.72 mmol), 1-iodo-4-nitrobenzene (408 mg, 1.64 mmol), Pd2(dba)3, (±)BINAP and toluene was purged with N2 and then heated to 100° C. for 24 h to afford 4-[benzyl-(4-nitro-phenyl)-amino]-piperidine-1-carboxylic acid tert-butyl ester as a yellow foam (250 mg, 37%) following aqueous work-up and purification. The reactants are [Na] (Sodium), CC(CC=C)O (4-penten-2-ol), C(C(=C)C)(=O)OC (methyl methacrylate). Run in CO (methanol), CO (methanol). Run at temperature 100 celsius. Yields the product C(C(=C)C)(=O)OC(C)CC=C (4-Penten-2-yl Methacrylate). RXN SMILES: [Na].[CH3:2][CH:3]([OH:7])[CH2:4][CH:5]=[CH2:6].[C:8](OC)(=[O:12])[C:9]([CH3:11])=[CH2:10]>CO>[C:8]([O:7][CH:3]([CH2:4][CH:5]=[CH2:6])[CH3:2])(=[O:12])[C:9]([CH3:11])=[CH2:10] |^1:0|. Procedure details: Sodium metal (0.2 g) was dissolved in anhydrous methanol (3 g) and to this solution 4-penten-2-ol (18.5 g) was added followed by the addition of methyl methacrylate (50 g). The resulting mixture was stirred and heated until the methanol started to distill. The distilled methanol was collected at 64-70° C. After the removal of methanol was complete, the temperature was increased and at about 100° C. methyl methacrylate began to distill. At this moment, the reaction mixture was cooled to room temp... The reactants are Cl.CC1=C(OC2=C1C=CC=C2)C2CNC2 (3-(3-methylbenzofuran-2-yl)azetidine hydrochloride), Cl.CN1CCC2(CC1)C(NC1=NC=C(C=C1C2)/C=C/C(=O)O)=O ((E)-3-(1′-methyl-2-oxo-2,4-dihydro-1H-spiro[[1,8]naphthyridine-3,4′-piperidine]-6-yl)acrylic acid hydrochloride), CCN=C=NCCCN(C)C.Cl (EDCI.HCl), C1=CC2=C(N=C1)N(N=N2)O (HOAt), C(C)(C)N(C(C)C)CC (N,N-diisopropylethylamine). The solvent is CN(C)C=O (DMF). Reaction conditions: time 20 hour. Yields the product CN1CCC2(CC1)C(NC1=NC=C(C=C1C2)\C=C\C(=O)N2CC(C2)C=2OC1=C(C2C)C=CC=C1)=O ((E)-1′-Methyl-6-(3-(3-(3-methylbenzofuran-2-yl)azetidin-1-yl)-3-oxoprop-1-enyl)-1H-spiro[[1,8]naphthyridine-3,4′-piperidin]-2(4H)-one). Yield: 34.7%. Reaction SMILES: Cl.[CH3:2][C:3]1[C:7]2[CH:8]=[CH:9][CH:10]=[CH:11][C:6]=2[O:5][C:4]=1[CH:12]1[CH2:15][NH:14][CH2:13]1.Cl.[CH3:17][N:18]1[CH2:23][CH2:22][C:21]2([CH2:32][C:31]3[C:26](=[N:27][CH:28]=[C:29](/[CH:33]=[CH:34]/[C:35](O)=[O:36])[CH:30]=3)[NH:25][C:24]2=[O:38])[CH2:20][CH2:19]1.CCN=C=NCCCN(C)C.Cl.C1C=NC2N(O)N=NC=2C=1.C(N(CC)C(C)C)(C)C>CN(C=O)C>[CH3:17][N:18]1[CH2:19][CH2:20][C:21]2([CH2:32][C:31]3[C:26](=[N:27][CH:28]=[C:29](/[CH:33]=[CH:34]/[C:35]([N:14]4[CH2:13][CH:12]([C:4]5[O:5][C:6]6[CH:11]=[CH:10][CH:9]=[CH:8][C:7]=6[C:3]=5[CH3:2])[CH2:15]4)=[O:36])[CH:30]=3)[NH:25][C:24]2=[O:38])[CH2:22][CH2:23]1 |f:0.1,2.3,4.5|. Procedure details: To a solution of 3-(3-methylbenzofuran-2-yl)azetidine hydrochloride (21.7 mg, 0.097 mmol) and (E)-3-(1′-methyl-2-oxo-2,4-dihydro-1H-spiro[[1,8]naphthyridine-3,4′-piperidine]-6-yl)acrylic acid hydrochloride (22.0 mg, 0.065 mmol) in DMF (3 mL) were added EDCI.HCl (18.9 mg, 0.099 mmol), HOAt (13.9 mg, 0.102 mmol) and N,N-diisopropylethylamine (57 μL, 0.333 mmol). The reaction was stirred at rt for 20 h., after which the mixture was partitioned between DCM and H2O. The layers were separated and the ... As a reaction SMILES: [BH4-:26].[C:1]([CH3:2])(=[O:3])[c:4]1[c:5](-[c:17]2[cH:18][c:19]([N+:23](=[O:24])[O-:25])[cH:20][cH:21][cH:22]2)[n:6][c:7](-[c:11]2[cH:12][cH:13][cH:14][cH:15][cH:16]2)[n:8][c:9]1[CH3:10].[CH3:28][OH:29].[Na+:27]>>[CH:1]([CH3:2])([OH:3])[c:4]1[c:5](-[c:17]2[cH:18][c:19]([N+:23](=[O:24])[O-:25])[cH:20][cH:21][cH:22]2)[n:6][c:7](-[c:11]2[cH:12][cH:13][cH:14][cH:15][cH:16]2)[n:8][c:9]1[CH3:10]. Reactants: [BH4-], CC(=O)c1c(C)nc(-c2ccccc2)nc1-c1cccc([N+](=O)[O-])c1, CO, [Na+]. Yields the product Cc1nc(-c2ccccc2)nc(-c2cccc([N+](=O)[O-])c2)c1C(C)O. Starting materials: C=CCOCCc1ccc(OCc2ccccc2)cc1, ICI. The product is c1ccc(COc2ccc(CCOCC3CC3)cc2)cc1. Reaction SMILES: [CH2:1]([CH:2]=[CH2:3])[O:4][CH2:5][CH2:6][c:7]1[cH:8][cH:9][c:10]([O:13][CH2:14][c:15]2[cH:16][cH:17][cH:18][cH:19][cH:20]2)[cH:11][cH:12]1.[I:21][CH2:22][I:23]>>[CH2:1]([CH:2]1[CH2:3][CH2:22]1)[O:4][CH2:5][CH2:6][c:7]1[cH:8][cH:9][c:10]([O:13][CH2:14][c:15]2[cH:16][cH:17][cH:18][cH:19][cH:20]2)[cH:11][cH:12]1. Starting materials: ClC1=C(C=CC(=C1)Cl)C(C)=O (2′,4′-Dichloroacetophenone), C(OCC)(OCC)=O (diethyl carbonate), [H-].[Na+] (NaH), ice, C(C)(=O)O (acetic acid). Run in O (water). Reaction conditions: temperature 80 celsius, time 90 minute. The product is ClC1=C(C=CC(=C1)Cl)C(CC(=O)OCC)=O (Ethyl 3-(2,4-dichlorophenyl)-3-oxopropanoate). Yield: 56.0%. Reaction SMILES: [Cl:1][C:2]1[CH:7]=[C:6]([Cl:8])[CH:5]=[CH:4][C:3]=1[C:9](=[O:11])[CH3:10].[C:12](=O)([O:16]CC)[O:13][CH2:14][CH3:15].[H-].[Na+].C(O)(=O)C>O>[Cl:1][C:2]1[CH:7]=[C:6]([Cl:8])[CH:5]=[CH:4][C:3]=1[C:9](=[O:11])[CH2:10][C:12]([O:13][CH2:14][CH3:15])=[O:16] |f:2.3|. Procedure: To a solution of 2′,4′-Dichloroacetophenone (1.50 g, 7.93 mmol) in diethyl carbonate (24.0 mL, 198 mmol) at 0° C. was added slowly NaH (60% suspension in mineral oil, 0.657 g, 16.4 mmol). The mixture was then stirred at 80° C. for 90 minutes. The mixture was cooled to room temperature then poured into an ice cold solution of 2.0 mL acetic acid in 56 mL water. The layers were separated and the aqueous phase was extracted with ether 3 times. The organic extracts were washed with brine, dried over ...